From a dataset of the Open Reaction Database (ORD), a public repository of structured organic reaction records. describe an organic reaction: reactants, conditions, products, and yield The reactants are CS(=O)(=O)OC1CSCC1 (3-methylsulfonyloxy-thiolane), C(C)(=S)[O-].[K+] (potassium thioacetate). The solvent is CC(=O)C (acetone). Yields the product CC(=O)SC1CSCC1 (3-Methylcarbonylthio-thiolane). Yield: 52.0%. RXN SMILES: CS(O[CH:6]1[CH2:10][CH2:9][S:8][CH2:7]1)(=O)=O.[C:11]([O-:14])(=[S:13])[CH3:12].[K+]>CC(C)=O>[CH3:12][C:11]([S:13][CH:6]1[CH2:10][CH2:9][S:8][CH2:7]1)=[O:14] |f:1.2|. Procedure: A mixture of 1.6 g. (8.8 mmole) of crude 3-methylsulfonyloxy-thiolane and 1.5 g. (8.8 mmole) potassium thioacetate in 40 ml. acetone was refluxed under nitrogen for 20 hr. The mixture was then concentrated in vacuo and the residue was partitioned between 40 ml. ethyl acetate and 40 ml. water. The ethyl acetate layer was separated and washed with 30 ml. water and 30 ml. saturated sodium chloride solution, dried with anhydrous sodium sulfate and concentrated in vacuo. The crude product was chromog... Reactants: CNC1=C(C=CC(=C1)OC1=C(C=C(C=C1)C(F)(F)F)CN1N=CN=C1)[N+](=O)[O-] (N-methyl-2-nitro-5-[2-(1H-1,2,4-triazol-1-ylmethyl)-4-(trifluoromethyl)phenoxy]aniline), C(C)(=O)OCC (ethyl acetate). The reagents and catalysts are [Zn] (zinc). Run in C(C)(=O)O (acetic acid). The product is CNC1=C(N)C=CC(=C1)OC1=C(C=C(C=C1)C(F)(F)F)CN1N=CN=C1 (2-methylamino-4-[2-(1H-1,2,4-triazol-1-ylmethyl)-4-(trifluoromethyl)phenoxy]aniline), crude product. Reaction SMILES: [CH3:1][NH:2][C:3]1[CH:8]=[C:7]([O:9][C:10]2[CH:15]=[CH:14][C:13]([C:16]([F:19])([F:18])[F:17])=[CH:12][C:11]=2[CH2:20][N:21]2[CH:25]=[N:24][CH:23]=[N:22]2)[CH:6]=[CH:5][C:4]=1[N+:26]([O-])=O.C(OCC)(=O)C>C(O)(=O)C.[Zn]>[CH3:1][NH:2][C:3]1[CH:8]=[C:7]([O:9][C:10]2[CH:15]=[CH:14][C:13]([C:16]([F:19])([F:17])[F:18])=[CH:12][C:11]=2[CH2:20][N:21]2[CH:25]=[N:24][CH:23]=[N:22]2)[CH:6]=[CH:5][C:4]=1[NH2:26]. Procedure: N-Methyl-2-nitro-5-[2-(1H-1,2,4-triazol-1-ylmethyl)-4-(trifluoromethyl)phenoxy]aniline (1.0 g) from Example 63 was dissolved in acetic acid (10 ml), followed by gradual addition of zinc powder (830 mg) at room temperature. After the addition, ethyl acetate was added to filter off insoluble matetials, and to the filtrate was added saturated sodium hydrogen carbonate solution carefully for separation. The organic layer was washed with saturated sodium chloride solution, and dried over anhydrous so... Reactants: O=S(=O)(Cl)c1cc2ccc(Cl)cc2s1, Cl, C#CCN1CCC(N)C1=O. Product: C#CCN1CCC(NS(=O)(=O)c2cc3ccc(Cl)cc3s2)C1=O. Reaction SMILES: [Cl:1][c:2]1[cH:3][cH:4][c:5]2[c:6]([s:7][c:8]([S:10](=[O:11])(=[O:12])[Cl:13])[cH:9]2)[cH:14]1.[ClH:15].[NH2:16][CH:17]1[C:18](=[O:25])[N:19]([CH2:22][C:23]#[CH:24])[CH2:20][CH2:21]1>>[Cl:1][c:2]1[cH:3][cH:4][c:5]2[c:6]([s:7][c:8]([S:10](=[O:11])(=[O:12])[NH:16][CH:17]3[C:18](=[O:25])[N:19]([CH2:22][C:23]#[CH:24])[CH2:20][CH2:21]3)[cH:9]2)[cH:14]1. Product: O=Cc1c(Br)n[nH]c1Br. Reactants: Brc1n[nH]c(Br)c1Br, [Li]CCCC, CN(C)C=O, CCCCCC, CCOCC, O. Reaction SMILES: [Br:1][c:2]1[n:3][nH:4][c:5]([Br:8])[c:6]1[Br:7].[CH2:14]([Li:15])[CH2:16][CH2:17][CH3:18].[CH3:19][N:20]([CH3:21])[CH:22]=[O:23].[CH3:24][CH2:25][CH2:26][CH2:27][CH2:28][CH3:29].[CH3:9][CH2:10][O:11][CH2:12][CH3:13].[OH2:30]>>[Br:1][c:2]1[nH:3][n:4][c:5]([Br:8])[c:6]1[CH:10]=[O:11]. Starting materials: C1(CCC1)C1=CC(=C(C(=O)O)C=C1C1=NN=C(N1)OC)C (4-cyclobutyl-5-(5-methoxy-4H-1,2,4-triazol-3-yl)-2-methylbenzoic acid), C1(CCC1)C1=CC(=C(C(=O)O)C=C1C1=NN=C(N1)OC)C (4-cyclobutyl-5-(5-methoxy-4H-1,2,4-triazol-3-yl)-2-methylbenzoic acid), CCN(C(C)C)C(C)C (DIEA), C=1C=CC2=C(C1)N=NN2O (HOBT), CCN=C=NCCCN(C)C (EDCI), Cl.N1CCC(CC1)C1=CC=C(C#N)C=C1 (4-(piperidin-4-yl)benzonitrile hydrochloride), Cl.N1CCC(CC1)C1=CC=C(C#N)C=C1 (4-(piperidin-4-yl)benzonitrile hydrochloride). Solvent: CN(C=O)C (N,N-dimethylformamide), C(C)(=O)OCC (ethyl acetate). The product is C1(CCC1)C1=CC(=C(C(=O)N2CCC(CC2)C2=CC=C(C#N)C=C2)C=C1C1=NN=C(N1)OC)C (4-(1-(4-Cyclobutyl-5-(5-methoxy-4H-1,2,4-triazol-3-yl)-2-methylbenzoyl)piperidin-4-yl)benzonitrile). Isolated yield 23049.0%. Reaction SMILES: [CH:1]1([C:5]2[C:13]([C:14]3[NH:18][C:17]([O:19][CH3:20])=[N:16][N:15]=3)=[CH:12][C:8]([C:9]([OH:11])=O)=[C:7]([CH3:21])[CH:6]=2)[CH2:4][CH2:3][CH2:2]1.CCN(C(C)C)C(C)C.C1C=CC2N(O)N=NC=2C=1.CCN=C=NCCCN(C)C.Cl.[NH:53]1[CH2:58][CH2:57][CH:56]([C:59]2[CH:66]=[CH:65][C:62]([C:63]#[N:64])=[CH:61][CH:60]=2)[CH2:55][CH2:54]1>CN(C)C=O.C(OCC)(=O)C>[CH:1]1([C:5]2[C:13]([C:14]3[NH:18][C:17]([O:19][CH3:20])=[N:16][N:15]=3)=[CH:12][C:8]([C:9]([N:53]3[CH2:58][CH2:57][CH:56]([C:59]4[CH:66]=[CH:65][C:62]([C:63]#[N:64])=[CH:61][CH:60]=4)[CH2:55][CH2:54]3)=[O:11])=[C:7]([CH3:21])[CH:6]=2)[CH2:2][CH2:3][CH2:4]1 |f:4.5|. Procedure: A solution of 4-cyclobutyl-5-(5-methoxy-4H-1,2,4-triazol-3-yl)-2-methylbenzoic acid (compound 222.3, 60 mg, 0.2 μmol), DIEA (0.11 ml, 0.63 mmol), HOBT (53 mg, 0.32 mmol, with 20% water), EDCI (60 mg, 0.32 mmol) and 4-(piperidin-4-yl)benzonitrile hydrochloride (compound 1.5, 47 mg, 0.21 mmol) in N,N-dimethylformamide (3 mL) was stirred overnight at room temperature. The reaction mixture was then diluted with 50 mL of ethyl acetate and washed with 2×20 mL of brine. The mixture was dried over anhyd...